Dataset: the Open Reaction Database (ORD), a public repository of structured organic reaction records. Task: describe an organic reaction: reactants, conditions, products, and yield Starting materials: ClC(C(=O)NC1=C(C=C(C=C1)C(C1=CC=C(C=C1)C)=O)C(C1=CC(=CC=C1)Cl)=O)(Cl)Cl (2,2,2-trichloro-N-[2-(3-chlorobenzoyl)-4-(4-methylbenzoyl)phenyl]-acetamide), [NH4+].C(C)(=O)[O-] (acetic acid, ammonium salt), ice water. Solvent: CS(=O)C (DMSO). Run at temperature 60 celsius, time 4 hour. The product is ClC=1C=C(C=CC1)C1=NC(NC2=CC=C(C=C12)C(C1=CC=C(C=C1)C)=O)=O (4-(3-chlorophenyl)-6-(4-methylbenzoyl)-2(1H)-quinazolinone). The yield is 63.4%. As a reaction SMILES: ClC(Cl)(Cl)[C:3]([NH:5][C:6]1[CH:11]=[CH:10][C:9]([C:12](=[O:20])[C:13]2[CH:18]=[CH:17][C:16]([CH3:19])=[CH:15][CH:14]=2)=[CH:8][C:7]=1[C:21](=O)[C:22]1[CH:27]=[CH:26][CH:25]=[C:24]([Cl:28])[CH:23]=1)=[O:4].[NH4+:32].C([O-])(=O)C>CS(C)=O>[Cl:28][C:24]1[CH:23]=[C:22]([C:21]2[C:7]3[C:6](=[CH:11][CH:10]=[C:9]([C:12](=[O:20])[C:13]4[CH:14]=[CH:15][C:16]([CH3:19])=[CH:17][CH:18]=4)[CH:8]=3)[NH:5][C:3](=[O:4])[N:32]=2)[CH:27]=[CH:26][CH:25]=1 |f:1.2|. Procedure: A mixture of intermediate 21 (0.0085 mol) and acetic acid, ammonium salt (0.0169 mol) in DMSO (42 ml) was stirred at 60° C. for 4 hours then cooled and poured out into ice water. The precipitate was filtered, washed with water, taken up in warm CH3CN, filtered off and dried under a vacuo, yielding 2.02 g (63%) of 4-(3-chlorophenyl)-6-(4-methylbenzoyl)-2(1H)-quinazolinone (intermediate 22), mp.>260° C. Reactants: OCCCO, O=Cc1cccc(Cl)c1. Yields the product Clc1cccc(C2OCCCO2)c1. As a reaction SMILES: [CH2:10]([CH2:11][CH2:12][OH:13])[OH:14].[Cl:1][c:2]1[cH:3][c:4]([CH:5]=[O:6])[cH:7][cH:8][cH:9]1>>[Cl:1][c:2]1[cH:3][c:4]([CH:5]2[O:6][CH2:10][CH2:11][CH2:12][O:13]2)[cH:7][cH:8][cH:9]1. Starting materials: product, C(C)(=O)OC(C)=O (acetic anhydride), C([O-])([O-])=O.[K+].[K+] (potassium carbonate), COC(CN)OC (aminoacetaldehyde dimethyl acetal). The solvent is C1=CC=CC=C1 (benzene), C1=CC=CC=C1 (benzene). Yields the product COC(CNC(C)=O)OC (N-(2,2-Dimethoxyethyl)acetamide). Reaction SMILES: [C:1](OC(=O)C)(=[O:3])[CH3:2].C(=O)([O-])[O-].[K+].[K+].[CH3:14][O:15][CH:16]([O:19][CH3:20])[CH2:17][NH2:18]>C1C=CC=CC=1>[CH3:14][O:15][CH:16]([O:19][CH3:20])[CH2:17][NH:18][C:1](=[O:3])[CH3:2] |f:1.2.3|. Procedure details: A solution of 32 g (313 mmol) of acetic anhydride in 200 ml of benzene is added, drop by drop, to a suspension, stirred and heated to reflux, of 40 g (290 mmol) of potassium carbonate and 30 g (285 mmol) of aminoacetaldehyde dimethyl acetal in 200 ml of benzene. Reflux is maintained for 30 min., then the mixture is cooled and filtered, the precipitate is washed with benzene, the filtrate is evaporated and the residual oil is treated with vegetable charcoal in 300 ml of diethyl ether. After filtr... The reactants are C(C=C)OC(=O)N1[C@@H](C[C@@H](C1)SC(C1=CC=CC=C1)(C1=CC=CC=C1)C1=CC=CC=C1)CCN ((2R,4S)-1-allyloxycarbonyl-2-(2aminoethyl)4-(triphenylmethylthio) pyrrolidine), [Cl-].[N+](=O)([O-])C1=C(C=CC(=C1)[N+](=O)[O-])[N+]1=CC=CC=C1 (1-(2,4-dinitrophenyl)pyridinium chloride). The solvent is C(CCC)O (n-butanol). Yields the product [Cl-].C(C=C)OC(=O)N1[C@@H](C[C@@H](C1)SC(C1=CC=CC=C1)(C1=CC=CC=C1)C1=CC=CC=C1)CC[N+]1=CC=CC=C1 ((2R,4S)-1-allyloxycarbonyl-2-{2-(1-pyridinio)ethyl}-4(triphenylmethylthio)pyrrolidine chloride). The yield is 84.2%. As a reaction SMILES: [CH2:1]([O:4][C:5]([N:7]1[CH2:11][C@@H:10]([S:12][C:13]([C:26]2[CH:31]=[CH:30][CH:29]=[CH:28][CH:27]=2)([C:20]2[CH:25]=[CH:24][CH:23]=[CH:22][CH:21]=2)[C:14]2[CH:19]=[CH:18][CH:17]=[CH:16][CH:15]=2)[CH2:9][C@H:8]1[CH2:32][CH2:33][NH2:34])=[O:6])[CH:2]=[CH2:3].[Cl-:35].[N+]([C:39]1[CH:44]=[C:43]([N+]([O-])=O)C=[CH:41][C:40]=1[N+]1C=CC=CC=1)([O-])=O>C(O)CCC>[Cl-:35].[CH2:1]([O:4][C:5]([N:7]1[CH2:11][C@@H:10]([S:12][C:13]([C:20]2[CH:21]=[CH:22][CH:23]=[CH:24][CH:25]=2)([C:26]2[CH:27]=[CH:28][CH:29]=[CH:30][CH:31]=2)[C:14]2[CH:19]=[CH:18][CH:17]=[CH:16][CH:15]=2)[CH2:9][C@H:8]1[CH2:32][CH2:33][N+:34]1[CH:43]=[CH:44][CH:39]=[CH:40][CH:41]=1)=[O:6])[CH:2]=[CH2:3] |f:1.2,4.5|. Procedure details: A solution of (2R,4S)-1-allyloxycarbonyl-2-(2aminoethyl)4-(triphenylmethylthio) pyrrolidine (5.78 g) and 1-(2,4-dinitrophenyl)pyridinium chloride (4.19 g) in n-butanol (60 ml) was stirred under reflux condition for 4 hours, and then evaporated under reduced pressure. The residue was column chromatographed on silica gel (chloroform:methanol=5:1 to 4:1) to give (2R,4S)-1-allyloxycarbonyl-2-{2-(1-pyridinio)ethyl}-4(triphenylmethylthio)pyrrolidine chloride (5.88 g). As a reaction SMILES: Br[C:2]1[CH:14]=[C:13]2[C:5]([C:6]3[C:7](=[O:23])[C:8]4[CH:20]=[CH:19][C:18]([O:21][CH3:22])=[CH:17][C:9]=4[C:10]([CH3:16])([CH3:15])[C:11]=3[NH:12]2)=[CH:4][CH:3]=1.COC1C=C2C(CCC(=O)C2(C)C)=CC=1.Cl.[Cl:40]C1C=C(NN)C=CC=1>>[Cl:40][C:2]1[CH:14]=[C:13]2[C:5]([C:6]3[C:7](=[O:23])[C:8]4[CH:20]=[CH:19][C:18]([O:21][CH3:22])=[CH:17][C:9]=4[C:10]([CH3:16])([CH3:15])[C:11]=3[NH:12]2)=[CH:4][CH:3]=1 |f:2.3|. The reactants are BrC1=CC=C2C=3C(C4=C(C(C3NC2=C1)(C)C)C=C(C=C4)OC)=O (3-Bromo-8-methoxy-6,6-dimethyl-5,6-dihydrobenzo[b]carbazol-11-one), crude product, COC1=CC=C2CCC(C(C2=C1)(C)C)=O (7-Methoxy-1,1-dimethyl-3,4-dihydro-1H-naphthalen-2-one), Cl.ClC=1C=C(C=CC1)NN ((3-chlorophenyl)-hydrazine hydrochloric acid salt). Procedure: Under the same conditions as the method for synthesizing Compound A3-1 and Compound A4, the title compound was prepared as a crude product from Compound A2 and (3-chlorophenyl)-hydrazine hydrochloric acid salt. Product: ClC1=CC=C2C=3C(C4=C(C(C3NC2=C1)(C)C)C=C(C=C4)OC)=O (3-Chloro-8-methoxy-6,6-dimethyl-5,6-dihydrobenzo[b]carbazol-11-one). The reactants are CCOC(C)=O, Clc1cnc(-c2ccccc2)c(-c2ccccc2)n1, [N-]=[N+]=[N-], [Na+], CN(C)C=O. Yields the product [N-]=[N+]=Nc1cnc(-c2ccccc2)c(-c2ccccc2)n1. RXN SMILES: [CH3:29][CH2:30][O:31][C:32]([CH3:33])=[O:34].[Cl:1][c:2]1[n:3][c:4](-[c:14]2[cH:15][cH:16][cH:17][cH:18][cH:19]2)[c:5](-[c:8]2[cH:9][cH:10][cH:11][cH:12][cH:13]2)[n:6][cH:7]1.[N-:21]=[N+:22]=[N-:23].[Na+:20].[O:24]=[CH:25][N:26]([CH3:27])[CH3:28]>>[c:2]1([N:21]=[N+:22]=[N-:23])[n:3][c:4](-[c:14]2[cH:15][cH:16][cH:17][cH:18][cH:19]2)[c:5](-[c:8]2[cH:9][cH:10][cH:11][cH:12][cH:13]2)[n:6][cH:7]1. Starting materials: ClC=1C=CC(=C(C1)CC(=O)O)OC (5-Chloro-2-methoxy phenylacetic acid), C([O-])([O-])=O.[K+].[K+] (potassium carbonate), resultant suspension, S(=O)(=O)(OC)OC (dimethyl sulfate). Solvent: C(C)#N (acetonitrile). Reaction conditions: temperature 82 celsius. Yields the product ClC=1C=CC(=C(C1)CC(=O)OC)OC (5-Chloro-2-methoxyphenylacetic acid, methyl ester). Isolated yield 85.0%. As a reaction SMILES: [Cl:1][C:2]1[CH:3]=[CH:4][C:5]([O:12][CH3:13])=[C:6]([CH2:8][C:9]([OH:11])=[O:10])[CH:7]=1.[C:14](=O)([O-])[O-].[K+].[K+].S(OC)(OC)(=O)=O>C(#N)C>[Cl:1][C:2]1[CH:3]=[CH:4][C:5]([O:12][CH3:13])=[C:6]([CH2:8][C:9]([O:11][CH3:14])=[O:10])[CH:7]=1 |f:1.2.3|. Reported procedure: A flame dried three-necked 3-L round-bottomed flask, equipped with a stopper, mechanical stirrer, argon inlet, thermocouple and reflux condenser, was vacuum/argon purged. The flask was charged with the product obtained in Step A (345.0 g, 1.72 mol), anhydrous potassium carbonate (285 g, 2.06 mol) and anhydrous acetonitrile (1.7 L). To the resultant suspension was added dimethyl sulfate (200 mL, 2.11 mol) over 5 minutes with stirring and then heated to reflux at about 82° C. for 1.5 h to complete...